This data is from the Open Reaction Database (ORD), a public repository of structured organic reaction records. The task is: describe an organic reaction: reactants, conditions, products, and yield The reactants are BrC(C(=O)NC=1SC(=CN1)CC1=C(C=CC=C1)Cl)CC (2-Bromo-N-[5-(2-chloro-benzyl)-thiazol-2-yl]-butyramide), CN(C=O)C (N,N-dimethylformamide), NC1=CC=CC=C1 (aniline). The product is ClC1=C(CC2=CN=C(S2)NC(C(C2=CC=CC=C2)N(C)C)=O)C=CC=C1 (N-[5-(2-Chloro-benzyl)-thiazol-2-yl]-2-dimethylamino-2-phenyl-acetamide). As a reaction SMILES: Br[CH:2]([CH2:19][CH3:20])[C:3]([NH:5][C:6]1[S:7][C:8]([CH2:11][C:12]2[CH:17]=[CH:16][CH:15]=[CH:14][C:13]=2[Cl:18])=[CH:9][N:10]=1)=[O:4].N[C:22]1[CH:27]=[CH:26][CH:25]=CC=1.[CH3:28][N:29](C)[CH:30]=O>>[Cl:18][C:13]1[CH:14]=[CH:15][CH:16]=[CH:17][C:12]=1[CH2:11][C:8]1[S:7][C:6]([NH:5][C:3](=[O:4])[CH:2]([N:29]([CH3:30])[CH3:28])[C:19]2[CH:20]=[CH:25][CH:26]=[CH:27][CH:22]=2)=[N:10][CH:9]=1. Procedure details: 2-Bromo-N-[5-(2-chloro-benzyl)-thiazol-2-yl]-butyramide (37 mg, 0.10 mmol) was dissolved in 0.5 mL of N,N-dimethylformamide containing aniline (186 mg, 2.00 mmol). The reaction vessel was sealed and then subjected to microwave irradiation for 5 minutes at 80° C. The crude mixture was evaporated to dryness and purified by reverse-phase preparative liquid chromatography (24 mg, 0.062, 62%). ESI-MS m/z calc. 385.1. found 386.1 (M+1)+ Retention time 3.48 minutes. Reactants: CCCCS(=O)(=O)Cl, C1CCOC1, CCOC(C)=O, [Na+], [OH-], CC(C)Cc1cc(-c2ccc(Cn3ccnc3)cc2)c(S(N)(=O)=O)s1. Product: CCCCS(=O)(=O)NS(=O)(=O)c1sc(CC(C)C)cc1-c1ccc(Cn2ccnc2)cc1. Reaction SMILES: [CH2:28]([CH2:29][CH2:30][CH3:31])[S:32](=[O:33])(=[O:34])[Cl:35].[CH2:36]1[O:37][CH2:38][CH2:39][CH2:40]1.[CH3:41][CH2:42][O:43][C:44](=[O:45])[CH3:46].[Na+:27].[OH-:26].[n:1]1([CH2:6][c:7]2[cH:8][cH:9][c:10](-[c:13]3[c:14]([S:22](=[O:23])(=[O:24])[NH2:25])[s:15][c:16]([CH2:18][CH:19]([CH3:20])[CH3:21])[cH:17]3)[cH:11][cH:12]2)[cH:2][n:3][cH:4][cH:5]1>>[n:1]1([CH2:6][c:7]2[cH:8][cH:9][c:10](-[c:13]3[c:14]([S:22](=[O:23])(=[O:24])[NH:25][S:32]([CH2:28][CH2:29][CH2:30][CH3:31])(=[O:33])=[O:34])[s:15][c:16]([CH2:18][CH:19]([CH3:20])[CH3:21])[cH:17]3)[cH:11][cH:12]2)[cH:2][n:3][cH:4][cH:5]1. The reactants are CCOC(=O)COC1CCCN(C(=O)c2ccc(NC(=O)c3ccc(Cl)cc3Cl)cc2)c2ccccc21, CCO, [Na+], [OH-]. Product: O=C(O)COC1CCCN(C(=O)c2ccc(NC(=O)c3ccc(Cl)cc3Cl)cc2)c2ccccc21. RXN SMILES: [CH2:1]([CH3:2])[O:3][C:4](=[O:5])[CH2:6][O:7][CH:8]1[CH2:9][CH2:10][CH2:11][N:12]([C:19]([c:20]2[cH:21][cH:22][c:23]([NH:26][C:27]([c:28]3[c:29]([Cl:35])[cH:30][c:31]([Cl:34])[cH:32][cH:33]3)=[O:36])[cH:24][cH:25]2)=[O:37])[c:13]2[c:14]1[cH:15][cH:16][cH:17][cH:18]2.[CH3:40][CH2:41][OH:42].[Na+:39].[OH-:38]>>[O:3]=[C:4]([OH:5])[CH2:6][O:7][CH:8]1[CH2:9][CH2:10][CH2:11][N:12]([C:19]([c:20]2[cH:21][cH:22][c:23]([NH:26][C:27]([c:28]3[c:29]([Cl:35])[cH:30][c:31]([Cl:34])[cH:32][cH:33]3)=[O:36])[cH:24][cH:25]2)=[O:37])[c:13]2[c:14]1[cH:15][cH:16][cH:17][cH:18]2. Reactants: CN(C)CC=1NC=CC1 (2-(dimethylaminomethyl)pyrrole), N1C=NC=C1 (imidazole). Solvent: C=1(C(=CC=CC1)C)C (xylene). Product: N1(C=NC=C1)CC=1NC=CC1 (2-(imidazol-1-ylmethyl) pyrrole). The yield is 52.1%. RXN SMILES: [CH3:1][N:2]([CH2:4][C:5]1[NH:6][CH:7]=[CH:8][CH:9]=1)[CH3:3].[NH:10]1C=CN=[CH:11]1>C1(C)C(C)=CC=CC=1>[N:2]1([CH2:4][C:5]2[NH:6][CH:7]=[CH:8][CH:9]=2)[CH:3]=[CH:11][N:10]=[CH:1]1. Reported procedure: A solution of 2-(dimethylaminomethyl)pyrrole (24.8 g) and imidazole (13.6 g) in xylene (120 ml) are heated under reflux for 3 hours. The solution was cooled and the solid was filtered off and crystallised from ether to give 2-(imidazol-1-ylmethyl) pyrrole (15.3 g), m.p. 89°-90°, raised to 91°-92° on further crystallisation from water. Starting materials: aqueous solution, C([O-])(O)=O.[Na+] (sodium bicarbonate), BrC1=C(C=C2C(C3=C(N(C2=C1)C1CC1)SN(C3=O)C(=O)OC(C)(C)C)=O)F (tert-butyl 7-bromo-9-cyclopropyl-6-fluoro-3,4-dioxoisothiazolo[5,4-b]quinoline-2(3H,4H,9H)-carboxylate), C(C)(C)(C)OC(NC1CC2=CC=C(C=C2CC1)B1OC(C(O1)(C)C)(C)C)=O ((rac)-tert-Butyl[6-(4,4,5,5-tetramethyl[1,3,2]dioxaborolan-2-yl)-1,2,3,4-tetrahydronaphthalen-2-yl]carbamate), CN(C=O)C (dimethylformamide). Reagents/catalysts: C=1C=CC(=CC1)[P](C=2C=CC=CC2)(C=3C=CC=CC3)[Pd]([P](C=4C=CC=CC4)(C=5C=CC=CC5)C=6C=CC=CC6)([P](C=7C=CC=CC7)(C=8C=CC=CC8)C=9C=CC=CC9)[P](C=1C=CC=CC1)(C=1C=CC=CC1)C=1C=CC=CC1 (tetrakis(triphenylphosphine)palladium(0)). Run in C(Cl)(Cl)Cl (chloroform), CO (methanol). Product: C(C)(C)(C)OC(NC1CC2=CC=C(C=C2CC1)C1=C(C=C2C(C3=C(N(C2=C1)C1CC1)SNC3=O)=O)F)=O ((rac)-tert-Butyl[6-(9-cyclopropyl-6-fluoro-3,4-dioxo-2,3,4,9-tetrahydro-isothiazolo[5,4-b]quinolin-7-yl)-1,2,3,4-tetrahydronaphthalen-2-yl]carbamate). As a reaction SMILES: Br[C:2]1[CH:11]=[C:10]2[C:5]([C:6](=[O:26])[C:7]3[C:17](=[O:18])[N:16](C(OC(C)(C)C)=O)[S:15][C:8]=3[N:9]2[CH:12]2[CH2:14][CH2:13]2)=[CH:4][C:3]=1[F:27].[C:28]([O:32][C:33](=[O:54])[NH:34][CH:35]1[CH2:44][CH2:43][C:42]2[C:37](=[CH:38][CH:39]=[C:40](B3OC(C)(C)C(C)(C)O3)[CH:41]=2)[CH2:36]1)([CH3:31])([CH3:30])[CH3:29].CN(C)C=O.C(=O)(O)[O-].[Na+]>C(Cl)(Cl)Cl.C1C=CC([P]([Pd]([P](C2C=CC=CC=2)(C2C=CC=CC=2)C2C=CC=CC=2)([P](C2C=CC=CC=2)(C2C=CC=CC=2)C2C=CC=CC=2)[P](C2C=CC=CC=2)(C2C=CC=CC=2)C2C=CC=CC=2)(C2C=CC=CC=2)C2C=CC=CC=2)=CC=1.CO>[C:28]([O:32][C:33](=[O:54])[NH:34][CH:35]1[CH2:44][CH2:43][C:42]2[C:37](=[CH:38][CH:39]=[C:40]([C:2]3[CH:11]=[C:10]4[C:5]([C:6](=[O:26])[C:7]5[C:17](=[O:18])[NH:16][S:15][C:8]=5[N:9]4[CH:12]4[CH2:14][CH2:13]4)=[CH:4][C:3]=3[F:27])[CH:41]=2)[CH2:36]1)([CH3:31])([CH3:29])[CH3:30] |f:3.4,^1:72,74,93,112|. Procedure: A mixture containing 7-bromo-9-cyclopropyl-6-fluoro-9H-isothiazolo[5,4-b]quinoline-3,4-dione (8) (31.8 mg, 0.090 mmol), 30 (68.0 mg, 0.182 mmol), tetrakis(triphenylphosphine)palladium(0) (7.2 mg, 0.006 mmol), dimethylformamide (1.5 mL), and a 1 M aqueous solution of sodium bicarbonate (360 μL, 0.360 mmol) is sparged with argon gas and irradiated with microwaves (5-min irradiation at 120° C.). The resulting green, gelatinous mixture was filtered and evaporated to dryness under reduced pressure (˜... Reactants: C(C)OC(C(C)(C)OC1=CC=C(C=C1)OCCC=1N=C(OC1C)C1=CC=C(C=C1)Br)=O (2-(4-{2-[2-(4-bromo-phenyl)-5-methyl-oxazol-4-yl]-ethoxy}-phenoxy)-2-methyl-propionic acid ethyl ester), P(=O)([O-])([O-])[O-].[K+].[K+].[K+] (potassium phosphate), C1(=CC=CC=C1)O (phenol). Reagents/catalysts: C(C)(C)(C)P(C1=C(C=CC=C1)C1=CC=CC=C1)C(C)(C)C (2-(di-tert-butylphosphino)biphenyl), C(C)(=O)[O-].[Pd+2].C(C)(=O)[O-] (Palladium (II) acetate). Run in C1(=CC=CC=C1)C (toluene), CCOCC (Et2O). The product is C(C)OC(C(C)(OC1=CC=C(C=C1)OCCC=1N=C(OC1C)C1=CC=C(C=C1)OC1=CC=CC=C1)C)=O (2-methyl-2-(4-{2-[5-methyl-2-(4-phenoxy-phenyl)-oxazol-4-yl]-ethoxy}-phenoxy)-propionic acid ethyl ester). The yield is 102.6%. As a reaction SMILES: [CH2:1]([O:3][C:4](=[O:31])[C:5]([O:8][C:9]1[CH:14]=[CH:13][C:12]([O:15][CH2:16][CH2:17][C:18]2[N:19]=[C:20]([C:24]3[CH:29]=[CH:28][C:27](Br)=[CH:26][CH:25]=3)[O:21][C:22]=2[CH3:23])=[CH:11][CH:10]=1)([CH3:7])[CH3:6])[CH3:2].P([O-])([O-])([O-])=O.[K+].[K+].[K+].[C:40]1([OH:46])[CH:45]=[CH:44][CH:43]=[CH:42][CH:41]=1>C1(C)C=CC=CC=1.CCOCC.C([O-])(=O)C.[Pd+2].C([O-])(=O)C.C(P(C(C)(C)C)C1C=CC=CC=1C1C=CC=CC=1)(C)(C)C>[CH2:1]([O:3][C:4](=[O:31])[C:5]([CH3:7])([O:8][C:9]1[CH:14]=[CH:13][C:12]([O:15][CH2:16][CH2:17][C:18]2[N:19]=[C:20]([C:24]3[CH:29]=[CH:28][C:27]([O:46][C:40]4[CH:45]=[CH:44][CH:43]=[CH:42][CH:41]=4)=[CH:26][CH:25]=3)[O:21][C:22]=2[CH3:23])=[CH:11][CH:10]=1)[CH3:6])[CH3:2] |f:1.2.3.4,8.9.10|. Procedure: A mixture of 2-(4-{2-[2-(4-bromo-phenyl)-5-methyl-oxazol-4-yl]-ethoxy}-phenoxy)-2-methyl-propionic acid ethyl ester (0.30 g, 0.614 mmol), potassium phosphate (0.26 g, 1.22 mmol), 2-(di-tert-butylphosphino)biphenyl (0.014 g, 0.0469 mmol) and phenol (0.069 g, 0.733 mmol) in toluene (6 mL) was degassed three times by successive application of vacuum to the reaction vessel followed by nitrogen purge. Palladium (II) acetate (0.007 g, 0.0312 mmol) was added to the reaction and the mixture heated to re... The reactants are CC(C)(C)[O-], CN1CCCC1=O, Cc1oc(-c2ccccc2)nc1COc1ccc(CCl)cc1, Cl, [Na+], O=C(O)CCCCCCC(=NO)c1ccccc1. Yields the product Cc1oc(-c2ccccc2)nc1COc1ccc(CON=C(CCCCCCC(=O)O)c2ccccc2)cc1. As a reaction SMILES: [CH3:41][C:42]([CH3:43])([O-:44])[CH3:45].[CH3:48][N:49]1[CH2:50][CH2:51][CH2:52][C:53]1=[O:54].[Cl:19][CH2:20][c:21]1[cH:22][cH:23][c:24]([O:25][CH2:26][c:27]2[n:28][c:29](-[c:33]3[cH:34][cH:35][cH:36][cH:37][cH:38]3)[o:30][c:31]2[CH3:32])[cH:39][cH:40]1.[ClH:47].[Na+:46].[OH:1][N:2]=[C:3]([CH2:4][CH2:5][CH2:6][CH2:7][CH2:8][CH2:9][C:10](=[O:11])[OH:12])[c:13]1[cH:14][cH:15][cH:16][cH:17][cH:18]1>>[O:1]([N:2]=[C:3]([CH2:4][CH2:5][CH2:6][CH2:7][CH2:8][CH2:9][C:10](=[O:11])[OH:12])[c:13]1[cH:14][cH:15][cH:16][cH:17][cH:18]1)[CH2:20][c:21]1[cH:22][cH:23][c:24]([O:25][CH2:26][c:27]2[n:28][c:29](-[c:33]3[cH:34][cH:35][cH:36][cH:37][cH:38]3)[o:30][c:31]2[CH3:32])[cH:39][cH:40]1.